Dataset: the Open Reaction Database (ORD), a public repository of structured organic reaction records. Task: describe an organic reaction: reactants, conditions, products, and yield Reactants: ClC=1C=CC=C2C(OC(=O)C12)(C1=NC(=CC(=N1)OC)OC)C#N (7-chloro-3-cyano-3-(4,6-dimethoxy-2-pyrimidinyl)phthalide), CNC (dimethylamine). Reported procedure: 1.0 g of 7-chloro-3-cyano-3-(4,6-dimethoxy-2-pyrimidinyl)phthalide is dissolved in 15 ml of THF. 0.7 ml of a 40% aqueous dimethylamine solution is then added via syringe whereupon the solution darkens. Stirring is continued at R.T. for 15 minutes and the mixture diluted with water and partitioned between ethyl acetate and water. The organic phase is separated, washed with 2N H2SO4, then brine, dried and concentrated. The residue is purified on silica gel, eluant 200 ml of 50% ethyl acetate/hexan... Reaction conditions: time 15 minute. Reaction SMILES: [Cl:1][C:2]1[CH:3]=[CH:4][CH:5]=[C:6]2[C:11]=1[C:9](=[O:10])[O:8][C:7]2(C#N)[C:12]1[N:17]=[C:16]([O:18][CH3:19])[CH:15]=[C:14]([O:20][CH3:21])[N:13]=1.[CH3:24][NH:25][CH3:26]>C1COCC1.O>[CH3:24][N:25]([CH3:26])[C:9](=[O:10])[C:11]1[C:6]([C:7]([C:12]2[N:13]=[C:14]([O:20][CH3:21])[CH:15]=[C:16]([O:18][CH3:19])[N:17]=2)=[O:8])=[CH:5][CH:4]=[CH:3][C:2]=1[Cl:1]. Product: CN(C(C1=C(C=CC=C1C(=O)C1=NC(=CC(=N1)OC)OC)Cl)=O)C (2-chloro-6-(4,6-dimethoxy-2-pyrimidinylcarbonyl)-benzoic acid dimethylamide). The solvent is C1CCOC1 (THF), O (water). Reactants: C(C)(=O)OCC (ethyl acetate), C(C)N1C(=CC2=CC=C(C=C12)[N+](=O)[O-])C (1-ethyl-2-methyl-6-nitro-1H-indole), 19, BrNC(CCC(=O)N)=O (N-bromosuccinamide). Solvent: C1CCOC1 (THF). Yields the product BrC1=C(N(C2=CC(=CC=C12)[N+](=O)[O-])CC)C (3-Bromo-1-ethyl-2-methyl-6-nitro-1H-indole), C(C)N1C(=CC2=CC=C(C=C12)[N+](=O)[O-])C (1-ethyl-2-methyl-6-nitro-1H-indole). As a reaction SMILES: [CH2:1]([N:3]1[C:11]2[C:6](=[CH:7][CH:8]=[C:9]([N+:12]([O-:14])=[O:13])[CH:10]=2)[CH:5]=[C:4]1[CH3:15])[CH3:2].[Br:16]NC(=O)CCC(N)=O.C(OCC)(=O)C>C1COCC1>[Br:16][C:5]1[C:6]2[C:11](=[CH:10][C:9]([N+:12]([O-:14])=[O:13])=[CH:8][CH:7]=2)[N:3]([CH2:1][CH3:2])[C:4]=1[CH3:15].[CH2:1]([N:3]1[C:11]2[C:6](=[CH:7][CH:8]=[C:9]([N+:12]([O-:14])=[O:13])[CH:10]=2)[CH:5]=[C:4]1[CH3:15])[CH3:2]. Procedure: Stir a solution of 1-ethyl-2-methyl-6-nitro-1H-indole, 19 (0.36 g, 1.76 mmol) and N-bromosuccinamide (0.31 g, 1.76 mmol) in anhydrous THF (10 mL) under inert atmosphere at ambient temperature for 14 hours. Quench the reaction with saturated aqueous sodium bicarbonate, add ethyl acetate, and wash with saturated aqueous sodium bicarbonate followed by saturated aqueous brine. Dry the organic layer over sodium sulfate, filter, and concentrate in vacuo. Chromatograph over silica gel using hexanes/eth... The reactants are ClC1=NC(=CC2=CC(=CC=C12)OC)NC1=NNC(=C1)C ((1-chloro-6-methoxy-isoquinolin-3-yl)-(5-methyl-1H-pyrazol-3-yl)-amine), C(C)OC1=CC=C(C=C1)B(O)O (4-ethoxy-phenylboronic acid). RXN SMILES: Cl[C:2]1[C:11]2[C:6](=[CH:7][C:8]([O:12][CH3:13])=[CH:9][CH:10]=2)[CH:5]=[C:4]([NH:14][C:15]2[CH:19]=[C:18]([CH3:20])[NH:17][N:16]=2)[N:3]=1.[CH2:21]([O:23][C:24]1[CH:29]=[CH:28][C:27](B(O)O)=[CH:26][CH:25]=1)[CH3:22]>>[CH2:21]([O:23][C:24]1[CH:29]=[CH:28][C:27]([C:2]2[C:11]3[C:6](=[CH:7][C:8]([O:12][CH3:13])=[CH:9][CH:10]=3)[CH:5]=[C:4]([NH:14][C:15]3[CH:19]=[C:18]([CH3:20])[NH:17][N:16]=3)[N:3]=2)=[CH:26][CH:25]=1)[CH3:22]. The product is C(C)OC1=CC=C(C=C1)C1=NC(=CC2=CC(=CC=C12)OC)NC1=NNC(=C1)C ([1-(4-ethoxy-phenyl)-6-methoxy-isoquinolin-3-yl]-(5-methyl-1H-pyrazol-3-yl)-amine). Procedure details: Similar procedure as described in example 131 was used, starting from (1-chloro-6-methoxy-isoquinolin-3-yl)-(5-methyl-1H-pyrazol-3-yl)-amine and 4-ethoxy-phenylboronic acid to give [1-(4-ethoxy-phenyl)-6-methoxy-isoquinolin-3-yl]-(5-methyl-1H-pyrazol-3-yl)-amine. LC-MS m/e 375(MH+). Starting materials: C(C1=CC=CC=C1)N1CCNCCNCCNCC1 (1-benzyl-1,4,7,10-tetraazacyclododecane), C(C)OC(N(C)C)OCC (dimethylformamide diethylacetal). Solvent: C1=CC=CC=C1 (benzene). Product: C(C1=CC=CC=C1)N1CCN2C3N(CCN3CC2)CC1 (7-benzyl-octahydro-5H,9bH-2a,4a,7,9a-tetraazacycloocta[cd]pentalene), oil. Yield: 96.0%. As a reaction SMILES: [CH2:1]([N:8]1[CH2:19][CH2:18][NH:17][CH2:16][CH2:15][NH:14][CH2:13][CH2:12][NH:11][CH2:10][CH2:9]1)[C:2]1[CH:7]=[CH:6][CH:5]=[CH:4][CH:3]=1.[CH2:20](OC(OCC)N(C)C)C>C1C=CC=CC=1>[CH2:1]([N:8]1[CH2:19][CH2:18][N:17]2[CH2:16][CH2:15][N:14]3[CH2:13][CH2:12][N:11]([CH:20]23)[CH2:10][CH2:9]1)[C:2]1[CH:7]=[CH:6][CH:5]=[CH:4][CH:3]=1. Procedure: A solution of 1-benzyl-1,4,7,10-tetraazacyclododecane (4 g; 0.015 mol) and dimethylformamide diethylacetal (6.88 g; 0.0467 mol) in benzene (40 ml) is heated at 80 C. and the azeotropic mixture ethanol-benzene is distilled away. When the conversion is ended, the solvent is evaporated under reduced pressure and the final product is obtained as a yellow oil (4.0 g). Yield 96% The reactants are [H-].[Na+] (NaH), ClC=1C=CC2=C(NC(O2)=O)C1 (5-chloro-benzoxazolin-2-one), COC(CCCCCCCBr)=O (8-bromo-caprylic acid methyl ester). The solvent is CN(C)C=O (DMF). The product is COC(CCCCCCCN1C(OC2=C1C=C(C=C2)Cl)=O)=O (8-(5-Chloro-2-oxo-benzoxazolin-3-yl)-caprylic acid methyl ester). As a reaction SMILES: [H-].[Na+].[Cl:3][C:4]1[CH:5]=[CH:6][C:7]2[O:11][C:10](=[O:12])[NH:9][C:8]=2[CH:13]=1.[CH3:14][O:15][C:16](=[O:25])[CH2:17][CH2:18][CH2:19][CH2:20][CH2:21][CH2:22][CH2:23]Br>CN(C=O)C>[CH3:14][O:15][C:16](=[O:25])[CH2:17][CH2:18][CH2:19][CH2:20][CH2:21][CH2:22][CH2:23][N:9]1[C:8]2[CH:13]=[C:4]([Cl:3])[CH:5]=[CH:6][C:7]=2[O:11][C:10]1=[O:12] |f:0.1|. Reported procedure: The product is produced as described in example 1 from 3 g. of NaH (80% suspension in mineral oil), 17 g. of 5-chloro-benzoxazolin-2-one (produced in usual manners by subjecting 2-amino-4-chloro-phenol-hydrochloride to reaction with phosgene), 200 cc. of DMF, 23.7 g. of 8-bromo-caprylic acid methyl ester and 3 g. of NaJ. Solvent: CCCCC (pentane), CCOCC (Et2O). The yield is 54.3%. The reactants are [Li]C(C)(C)C (tBuLi), ClC1=NC=C(C=C1Cl)I (2,3-dichloro-5-iodopyridine), Cl (HCl), Cl(=O)(=O)(=O)[O-].C1CC[N+]=2CCCC12 (1,2,3,5,6,7-hexahydropyrrolizinium perchlorate). Procedure: A solution of 1.7M tBuLi (4.7 mL, 8.0 mmol) in pentane was added to 2,3-dichloro-5-iodopyridine (from step 8a, 1.0 g, 3.65 mmol) in Et2O (15 mL) precooled to -100° C. After stirring for 2 minutes, 1,2,3,5,6,7-hexahydropyrrolizinium perchlorate (1.5 g, 7.3 mmol) was added, and the reaction mixture was allowed to stir for 20 minutes at -100° C. then gradually warm to -20° C. A solution of 2N HCl was added, and the cold bath was removed. After warming to ambient temperature, the reaction mixture wa... RXN SMILES: [Li]C(C)(C)C.[Cl:6][C:7]1[C:12]([Cl:13])=[CH:11][C:10](I)=[CH:9][N:8]=1.Cl([O-])(=O)(=O)=O.[CH2:20]1[C:27]2[CH2:26][CH2:25][CH2:24][N+:23]=2[CH2:22][CH2:21]1.Cl>CCCCC.CCOCC>[Cl:13][C:12]1[CH:11]=[C:10]([C:27]23[CH2:26][CH2:25][CH2:24][N:23]2[CH2:22][CH2:21][CH2:20]3)[CH:9]=[N:8][C:7]=1[Cl:6] |f:2.3|. Yields the product ClC=1C=C(C=NC1Cl)C12CCCN2CCC1 (7a-(5,6-dichloro-3-pyridinyl)-hexahydro-1H-pyrrolizine). Reaction conditions: temperature -20 celsius, time 2 minute. Product: CC(=O)Nc1nccc(Oc2ccc3c(C(=O)Nc4cccc(C(F)(F)F)c4)cccc3c2)n1. Reactants: CC(=O)Cl, CCOC(C)=O, ClCCl, Nc1nccc(Oc2ccc3c(C(=O)Nc4cccc(C(F)(F)F)c4)cccc3c2)n1, O, c1ccncc1. As a reaction SMILES: [C:32]([CH3:33])(=[O:34])[Cl:35].[CH3:45][CH2:46][O:47][C:48]([CH3:49])=[O:50].[Cl:42][CH2:43][Cl:44].[F:1][C:2]([c:3]1[cH:4][c:5]([NH:9][C:10](=[O:11])[c:12]2[cH:13][cH:14][cH:15][c:16]3[cH:17][c:18]([O:22][c:23]4[n:24][c:25]([NH2:29])[n:26][cH:27][cH:28]4)[cH:19][cH:20][c:21]23)[cH:6][cH:7][cH:8]1)([F:30])[F:31].[OH2:51].[cH:36]1[cH:37][cH:38][n:39][cH:40][cH:41]1>>[F:1][C:2]([c:3]1[cH:4][c:5]([NH:9][C:10](=[O:11])[c:12]2[cH:13][cH:14][cH:15][c:16]3[cH:17][c:18]([O:22][c:23]4[n:24][c:25]([NH:29][C:32]([CH3:33])=[O:34])[n:26][cH:27][cH:28]4)[cH:19][cH:20][c:21]23)[cH:6][cH:7][cH:8]1)([F:30])[F:31].